Dataset: the Open Reaction Database (ORD), a public repository of structured organic reaction records. Task: describe an organic reaction: reactants, conditions, products, and yield Starting materials: C1CCOC1, CNC, COC(=O)c1oc2ccccc2c1CBr, CCOC(C)=O, CN(C)C=O. Product: COC(=O)c1oc2ccccc2c1CN(C)C. RXN SMILES: [CH2:19]1[O:20][CH2:21][CH2:22][CH2:23]1.[CH3:16][NH:17][CH3:18].[CH3:1][O:2][C:3](=[O:4])[c:5]1[o:6][c:7]2[c:8]([c:9]1[CH2:10][Br:11])[cH:12][cH:13][cH:14][cH:15]2.[CH3:29][CH2:30][O:31][C:32]([CH3:33])=[O:34].[O:24]=[CH:25][N:26]([CH3:27])[CH3:28]>>[CH3:1][O:2][C:3](=[O:4])[c:5]1[o:6][c:7]2[c:8]([c:9]1[CH2:10][N:17]([CH3:16])[CH3:18])[cH:12][cH:13][cH:14][cH:15]2. Starting materials: C(=O)NC(C1=CC=C(C=C1)C#CC1=CC=CC=C1)(CC)CC (N-formyl-α,α-diethyl-4-(phenylethynyl)-benzylamine), C(=O)NC(C1=CC=C(C=C1)C#CC1=CC=CC=C1)(CCC)CCC (N-formyl-α ,α-di(n-propyl)-4-(phenylethynyl)-benzylamine). The product is C(C)C(C1=CC=C(C=C1)C#CC1=CC=CC=C1)(CC)NC (α,α-diethyl-N-methyl-4-(phenylethynyl)-benzylamine), CNC(C1=CC=C(C=C1)C#CC1=CC=CC=C1)(CCC)CCC (N-methyl-α,α-di(n-propyl)-4-phenylethynyl benzylamine). Reaction SMILES: [CH:1]([NH:3][C:4]([CH2:21][CH3:22])([CH2:19][CH3:20])[C:5]1[CH:10]=[CH:9][C:8]([C:11]#[C:12][C:13]2[CH:18]=[CH:17][CH:16]=[CH:15][CH:14]=2)=[CH:7][CH:6]=1)=O.[CH:23]([NH:25][C:26]([CH2:44][CH2:45][CH3:46])([CH2:41][CH2:42][CH3:43])[C:27]1[CH:32]=[CH:31][C:30]([C:33]#[C:34][C:35]2[CH:40]=[CH:39][CH:38]=[CH:37][CH:36]=2)=[CH:29][CH:28]=1)=O>>[CH2:21]([C:4]([NH:3][CH3:1])([CH2:19][CH3:20])[C:5]1[CH:10]=[CH:9][C:8]([C:11]#[C:12][C:13]2[CH:18]=[CH:17][CH:16]=[CH:15][CH:14]=2)=[CH:7][CH:6]=1)[CH3:22].[CH3:23][NH:25][C:26]([CH2:44][CH2:45][CH3:46])([CH2:41][CH2:42][CH3:43])[C:27]1[CH:32]=[CH:31][C:30]([C:33]#[C:34][C:35]2[CH:40]=[CH:39][CH:38]=[CH:37][CH:36]=2)=[CH:29][CH:28]=1. Reported procedure: When the above experiment is repeated using as alternate starting materials either N-formyl-α,α-diethyl-4-(phenylethynyl)-benzylamine or N-formyl-α ,α-di(n-propyl)-4-(phenylethynyl)-benzylamine there is obtained respectively α,α-diethyl-N-methyl-4-(phenylethynyl)-benzylamine or N-methyl-α,α-di(n-propyl)-4-phenylethynyl benzylamine. The reactants are C(C1=CC=CC=C1)(C1=CC=CC=C1)(C1=CC=CC=C1)N1C(=NC=C1)CC=O (2-(1-trityl-1H-imidazol-2-yl)acetaldehyde), [BH4-].[Na+] (NaBH4). The solvent is CO.C1CCOC1 (MeOH THF), O (water). Conditions: time 18 hour. The product is C(C1=CC=CC=C1)(C1=CC=CC=C1)(C1=CC=CC=C1)N1C(=NC=C1)CCO (2-(1-trityl-1H-imidazol-2-yl)ethanol). Reaction SMILES: [C:1]([N:20]1[CH:24]=[CH:23][N:22]=[C:21]1[CH2:25][CH:26]=[O:27])([C:14]1[CH:19]=[CH:18][CH:17]=[CH:16][CH:15]=1)([C:8]1[CH:13]=[CH:12][CH:11]=[CH:10][CH:9]=1)[C:2]1[CH:7]=[CH:6][CH:5]=[CH:4][CH:3]=1.[BH4-].[Na+]>CO.C1COCC1.O>[C:1]([N:20]1[CH:24]=[CH:23][N:22]=[C:21]1[CH2:25][CH2:26][OH:27])([C:14]1[CH:15]=[CH:16][CH:17]=[CH:18][CH:19]=1)([C:8]1[CH:9]=[CH:10][CH:11]=[CH:12][CH:13]=1)[C:2]1[CH:7]=[CH:6][CH:5]=[CH:4][CH:3]=1 |f:1.2,3.4|. Procedure details: Crude 2-(1-trityl-1H-imidazol-2-yl)acetaldehyde (2.025 g (5.75 mmol) was dissolved in MeOH/THF (1:1, 40 ml) and NaBH4 (0.435 g, 11.5 mmol) was added portionwise to the above mixture. The mixture was stirred for 18 hours, diluted with 100 ml of water and extracted with 2×DCM. The combined organic extracts were washed with water, brine, dried over Na2SO4 and concentrated in vacuum. Weight of the residue 1.915 g (94%). 1H NMR (500 MHz, CDCl3) δ 7.35-7.31 (m, 9H), 7.12 (dd, J=6.7, 2.7, 6H), 6.93 (d,... Reactants: C(C)(=O)NNC1=CC=C(C=C1)NCC1=CC=C(C=C1)OC (1-Acetyl-2-[4-(4-methoxybenzyl)aminophenyl]hydrazine), C1(=CC=CC=C1)N=C=S (phenylisothiocyanate). Run in C(C)O (ethanol), O (water). Product: C(C)(=O)NNC1=CC=C(C=C1)N(C(=S)NC1=CC=CC=C1)CC1=CC=C(C=C1)OC (1-[4-(2-Acetylhydrazino)phenyl]-1-(4-methoxybenzyl)-3-phenylthiourea). As a reaction SMILES: [C:1]([NH:4][NH:5][C:6]1[CH:11]=[CH:10][C:9]([NH:12][CH2:13][C:14]2[CH:19]=[CH:18][C:17]([O:20][CH3:21])=[CH:16][CH:15]=2)=[CH:8][CH:7]=1)(=[O:3])[CH3:2].[C:22]1([N:28]=[C:29]=[S:30])[CH:27]=[CH:26][CH:25]=[CH:24][CH:23]=1>C(O)C.O>[C:1]([NH:4][NH:5][C:6]1[CH:7]=[CH:8][C:9]([N:12]([CH2:13][C:14]2[CH:19]=[CH:18][C:17]([O:20][CH3:21])=[CH:16][CH:15]=2)[C:29]([NH:28][C:22]2[CH:27]=[CH:26][CH:25]=[CH:24][CH:23]=2)=[S:30])=[CH:10][CH:11]=1)(=[O:3])[CH3:2]. Procedure details: 1-Acetyl-2-[4-(4-methoxybenzyl)aminophenyl]hydrazine (3.1 g, 0.011 mole) and phenylisothiocyanate (1.35 g, 0.01 mole) were mixed in ethanol (25 ml) and the resulting mixture was refluxed for 10 minutes. The mixture was chilled in ice and diluted with water. The product oiled out of solution, but upon standing and scratching the substance solidified. The solid material was filtered off, washed with water and allowed to dry. The material was stirred twice in a large volume of ether, then was filte... The reactants are [OH-].[Na+] (sodium hydroxide), FC1=C(C=C(C(=C1)C)OC(=O)OC)[N+](=O)[O-] (2-fluoro-5-methoxycarbonyloxy-4-methylnitrobenzene). Run in CO (methanol). Reaction conditions: time 30 minute. The product is FC1=C(C=C(C(=C1)C)O)[N+](=O)[O-] (2-fluoro-5-hydroxy-4-methylnitrobenzene). Isolated yield 89.9%. RXN SMILES: [OH-].[Na+].[F:3][C:4]1[CH:9]=[C:8]([CH3:10])[C:7]([O:11]C(OC)=O)=[CH:6][C:5]=1[N+:16]([O-:18])=[O:17]>CO>[F:3][C:4]1[CH:9]=[C:8]([CH3:10])[C:7]([OH:11])=[CH:6][C:5]=1[N+:16]([O-:18])=[O:17] |f:0.1|. Reported procedure: The starting material 2-fluoro-5-hydroxy-4-methylnitrobenzene, was obtained by adding 2M aqueous sodium hydroxide solution (13.1 ml), dropwise, to a solution of 2-fluoro-5-methoxycarbonyloxy-4-methylnitrobenzene (6 g, 26 mmol), (prepared as described in European Patent Publication No. 307777), in methanol (70 ml) cooled at 0° C. After stirring for 30 minutes, the mixture was concentrated by evaporation. After dilution with water, the solution was adjusted to pH2 and extracted with ethyl acetate.... RXN SMILES: [CH2:1]([CH3:2])[n:3]1[cH:4][c:5]([C:18](=[O:19])[OH:20])[c:6](=[O:17])[c:7]2[c:8]([CH3:16])[c:9]([F:15])[c:10]([F:14])[c:11]([F:13])[c:12]12.[CH2:21]1[CH2:22][NH:23][CH2:24][CH2:25][NH:26]1.[CH3:27][C:28]#[N:29]>>[CH2:1]([CH3:2])[n:3]1[cH:4][c:5]([C:18](=[O:19])[OH:20])[c:6](=[O:17])[c:7]2[c:8]([CH3:16])[c:9]([F:15])[c:10]([N:23]3[CH2:22][CH2:21][NH:26][CH2:25][CH2:24]3)[c:11]([F:13])[c:12]12. Product: CCn1cc(C(=O)O)c(=O)c2c(C)c(F)c(N3CCNCC3)c(F)c21. Starting materials: CCn1cc(C(=O)O)c(=O)c2c(C)c(F)c(F)c(F)c21, C1CNCCN1, CC#N. Starting materials: ClCC1=CNC2=C(C=CC=C2C1=O)[N+](=O)[O-] (3-chloromethyl-1,4-dihydro-8-nitro-4-oxoquinoline), CO (methanol). Solvent: ClCCl (dichloromethane). The product is COCC1=CNC2=C(C=CC=C2C1=O)[N+](=O)[O-] (1,4-dihydro-3-methoxymethyl-8-nitro-4-oxoquinoline). Reaction SMILES: Cl[CH2:2][C:3]1[C:12](=[O:13])[C:11]2[C:6](=[C:7]([N+:14]([O-:16])=[O:15])[CH:8]=[CH:9][CH:10]=2)[NH:5][CH:4]=1.[CH3:17][OH:18]>ClCCl>[CH3:17][O:18][CH2:2][C:3]1[C:12](=[O:13])[C:11]2[C:6](=[C:7]([N+:14]([O-:16])=[O:15])[CH:8]=[CH:9][CH:10]=2)[NH:5][CH:4]=1. Reported procedure: A suspension of 3-chloromethyl-1,4-dihydro-8-nitro-4-oxoquinoline (2 g) in dichloromethane (70 ml) and methanol (30 ml) was refluxed for 15 minutes and concentrated in vacuo. The crystalline residue was suspended in hot methanol (30 ml), and the mixture was allowed to stand to ambient temperature. The resulting precipitates were collected by filtration to give 1,4-dihydro-3-methoxymethyl-8-nitro-4-oxoquinoline (1.5 g). The reactants are ClC1=C(C=CC(=C1)F)O (2-Chloro-4-fluorophenol), [OH-] (hydroxide), ClC(=O)OC (methyl chloroformate). The solvent is O (water). Yields the product ClC1=C(C=CC(=C1)F)C(=O)OC (methyl (2-chloro-4-fluorophenyl)formate). Yield: 125.6%. As a reaction SMILES: [Cl:1][C:2]1[CH:7]=[C:6]([F:8])[CH:5]=[CH:4][C:3]=1O.[OH-].Cl[C:12]([O:14][CH3:15])=[O:13]>O>[Cl:1][C:2]1[CH:7]=[C:6]([F:8])[CH:5]=[CH:4][C:3]=1[C:12]([O:14][CH3:15])=[O:13]. Procedure: 2-Chloro-4-fluorophenol (83.4 g) was added to a solution of sodum hydroxide (27.7 g) in water (450 ml), and methyl chloroformate (69.2 g) was dropwise added thereto at a temperature below 10° C. Precipitated crystals were collected by filtration and washed with water to give methyl (2-chloro-4-fluorophenyl)formate (134.8 g). M.P., 69°-71° C.